This data is from the Open Reaction Database (ORD), a public repository of structured organic reaction records. The task is: describe an organic reaction: reactants, conditions, products, and yield The product is C(C1=CC=CC=C1)NCC1=C(C=CC=C1)NC(C=C(C)C)=O (3-methyl-but-2-enoic acid [2-(benzylamino-methyl)-phenyl]-amide). Run in CO (methanol), C(C)(=O)OCC (ethyl acetate), C(C)(=O)OCC (ethyl acetate). As a reaction SMILES: [NH2:1][CH2:2][C:3]1[CH:8]=[CH:7][CH:6]=[CH:5][C:4]=1[NH:9][C:10](=[O:15])[CH:11]=[C:12]([CH3:14])[CH3:13].[CH:16](=O)[C:17]1[CH:22]=[CH:21][CH:20]=[CH:19][CH:18]=1.[BH4-].[Na+].[OH-].[Na+]>CO.C(OCC)(=O)C>[CH2:16]([NH:1][CH2:2][C:3]1[CH:8]=[CH:7][CH:6]=[CH:5][C:4]=1[NH:9][C:10](=[O:15])[CH:11]=[C:12]([CH3:13])[CH3:14])[C:17]1[CH:22]=[CH:21][CH:20]=[CH:19][CH:18]=1 |f:2.3,4.5|. Starting materials: NCC1=C(C=CC=C1)NC(C=C(C)C)=O (3-Methyl-but-2-enoic acid (2-aminomethyl-phenyl)-amide), [OH-].[Na+] (NaOH), C(C1=CC=CC=C1)=O (benzaldehyde), [BH4-].[Na+] (sodium borohydride). Procedure: The product of Example 1 (612 mg, 3.0 mmol) was placed in a 25 mL round bottom flask and dissolved in methanol (6 mL). To this solution was added benzaldehyde (0.32 mL, 3.0 mmol) and the mixture was stirred at room temperature for 1 hr. After this time sodium borohydride (170 mg, 4.5 mmol) was added slowly over 10 minutes, and the mixture was allowed to stir for an additional 20 minutes. 15 mL of 1N NaOH was then added to quench the reaction, and the mixture was transferred to a separatory funne... Yield: 95.0%. Run at time 1 hour. Starting materials: [N+](=[N-])=C1C(C2=CC=CC(=C2C=C1)S(=O)(=O)OC1=CC=C(C=C1)N=[N+]=[N-])=O (2-diazo-1,2-dihydro-1-oxo-5-(4'-azidophenoxysulfonyl)naphthalene), [N+](=[N-])=C1C(C2=CC=CC=C2C(=C1)S(=O)(=O)Cl)=O (2-diazo-1,2-dihydro-1-oxonaphthalene-4-sulfonyl chloride), 5-sulfonyl chloride. The product is [N+](=[N-])=C1C(C2=CC=CC=C2C(=C1)S(=O)(=O)OC1=CC=C(C=C1)N=[N+]=[N-])=O (2-Diazo-1,2-dihydro-1-oxo-4(4'-azidophenoxysulfonyl)naphthalene). Reaction SMILES: [N+](=C1C=CC2C(=CC=CC=2S([O:16][C:17]2[CH:22]=[CH:21][C:20]([N:23]=[N+:24]=[N-:25])=[CH:19][CH:18]=2)(=O)=O)C1=O)=[N-].[N+:27](=[C:29]1[CH:38]=[C:37]([S:39](Cl)(=[O:41])=[O:40])[C:36]2[C:31](=[CH:32][CH:33]=[CH:34][CH:35]=2)[C:30]1=[O:43])=[N-:28]>>[N+:27](=[C:29]1[CH:38]=[C:37]([S:39]([O:16][C:17]2[CH:22]=[CH:21][C:20]([N:23]=[N+:24]=[N-:25])=[CH:19][CH:18]=2)(=[O:41])=[O:40])[C:36]2[C:31](=[CH:32][CH:33]=[CH:34][CH:35]=2)[C:30]1=[O:43])=[N-:28]. Procedure details: This compound is prepared in a similar manner to Compound 1 but 2-diazo-1,2-dihydro-1-oxonaphthalene-4-sulfonyl chloride (2.2 grams) is used instead of the corresponding 5-sulfonyl chloride. The product is crystallized from ethanol. Yield of Compound 7 as a pure product is 1.1 gram, m.p. 131°-132°C (with decomposition). Starting materials: CN(C=O)C (N,N-dimethylformamide), COCOC1=CC=C(C=C1)CC(C(=O)OC)OS(=O)(=O)C (methyl 3-(4-methoxymethoxyphenyl)-2-methanesulfonyloxypropionate), C1(=CC=CC=C1)S (thiophenol), C([O-])([O-])=O.[K+].[K+] (potassium carbonate). Procedure details: A solution of 15 ml of N,N-dimethylformamide containing 745 mg of methyl 3-(4-methoxymethoxyphenyl)-2-methanesulfonyloxypropionate, 310 mg of thiophenol and 390 mg of potassium carbonate was stirred at 50° C. for 0.5 hours, and ethyl acetate and water were added to the reaction mixture. Then, the ethyl acetate layer was separated and dried over anhydrous magnesium sulfate. The ethyl acetate layer was concentrated under reduced pressure, and the residue was subjected to silica gel column chromato... RXN SMILES: CN(C)C=O.[CH3:6][O:7][CH2:8][O:9][C:10]1[CH:15]=[CH:14][C:13]([CH2:16][CH:17](OS(C)(=O)=O)[C:18]([O:20][CH3:21])=[O:19])=[CH:12][CH:11]=1.[C:27]1([SH:33])[CH:32]=[CH:31][CH:30]=[CH:29][CH:28]=1.C(=O)([O-])[O-].[K+].[K+]>O.C(OCC)(=O)C>[CH3:6][O:7][CH2:8][O:9][C:10]1[CH:11]=[CH:12][C:13]([CH2:16][CH:17]([S:33][C:27]2[CH:32]=[CH:31][CH:30]=[CH:29][CH:28]=2)[C:18]([O:20][CH3:21])=[O:19])=[CH:14][CH:15]=1 |f:3.4.5|. Run in O (water), C(C)(=O)OCC (ethyl acetate). Yields the product COCOC1=CC=C(C=C1)CC(C(=O)OC)SC1=CC=CC=C1 (Methyl 3-(4-methoxymethoxyphenyl)-2-(phenylthio)propionate). Reactants: CCOC(=O)C(F)(F)Br, C1CCOC1, CC(C=O)NC(=O)OC(C)(C)C, Cl, [Zn]. Product: CCOC(=O)C(F)(F)C(O)C(C)NC(=O)OC(C)(C)C. As a reaction SMILES: [Br:13][C:14]([C:15](=[O:16])[O:17][CH2:18][CH3:19])([F:20])[F:21].[CH2:23]1[O:24][CH2:25][CH2:26][CH2:27]1.[CH3:1][CH:2]([CH:3]=[O:4])[NH:5][C:6]([O:7][C:8]([CH3:9])([CH3:10])[CH3:11])=[O:12].[ClH:22].[Zn:28]>>[CH3:1][CH:2]([CH:3]([OH:4])[C:14]([C:15](=[O:16])[O:17][CH2:18][CH3:19])([F:20])[F:21])[NH:5][C:6]([O:7][C:8]([CH3:9])([CH3:10])[CH3:11])=[O:12]. The reactants are C(C1=CC=CC=C1)OC=1C=C(C=CC1)NC(=N)N (N-(3-benzyloxy-phenyl)guanidine). The reagents and catalysts are [Pd] (palladium on carbon). The solvent is CCO (EtOH). Run at time 8 hour. Yields the product OC=1C=C(C=CC1)NC(=N)N (N-(3-Hydroxy-phenyl)-guanidine). Reaction SMILES: C([O:8][C:9]1[CH:10]=[C:11]([NH:15][C:16]([NH2:18])=[NH:17])[CH:12]=[CH:13][CH:14]=1)C1C=CC=CC=1>CCO.[Pd]>[OH:8][C:9]1[CH:10]=[C:11]([NH:15][C:16]([NH2:18])=[NH:17])[CH:12]=[CH:13][CH:14]=1. Reported procedure: To a solution of N-(3-benzyloxy-phenyl)guanidine (5.0 g, 20.6 mmol) in EtOH (150 mL) was added palladium on carbon (10%, wet, 50% water, 0.5 g)). The mixture was stirred under hydrogen atmosphere overnight. The reaction was filtered through a plug of celite and the filtrate concentrated in vacuo with toluene azeotroping to affored the desired material (2.83 g, 91%). 1H-NMR (MeOH-d4) δ 6.4–7 (m, 4H) The reactants are C(C1=CC=CC=C1)OCC1(CC1)CO (1-benzyloxymethyl-1-(hydroxymethyl)cyclopropane), C1(=CC=CC=C1)P(C1=CC=CC=C1)C1=CC=CC=C1 (triphenylphosphine), BrN1C(CCC1=O)=O (N-bromosuccinimide). The solvent is C(Cl)Cl (methylene chloride). Conditions: time 16 hour. The product is C(C1=CC=CC=C1)OCC1(CC1)CBr (1-Benzyloxymethyl-1-(bromomethyl)cyclopropane). As a reaction SMILES: [CH2:1]([O:8][CH2:9][C:10]1([CH2:13]O)[CH2:12][CH2:11]1)[C:2]1[CH:7]=[CH:6][CH:5]=[CH:4][CH:3]=1.C1(P(C2C=CC=CC=2)C2C=CC=CC=2)C=CC=CC=1.[Br:34]N1C(=O)CCC1=O>C(Cl)Cl>[CH2:1]([O:8][CH2:9][C:10]1([CH2:13][Br:34])[CH2:12][CH2:11]1)[C:2]1[CH:7]=[CH:6][CH:5]=[CH:4][CH:3]=1. Procedure: 58.9 g of 1-benzyloxymethyl-1-(hydroxymethyl)cyclopropane and 88.5 g of triphenylphosphine are dissolved in 600 ml of methylene chloride, and 60 g of N-bromosuccinimide are added in portions at 0° C. The reaction mixture is stirred at room temperature for 16 h and concentrated and the residue is purified by means of FC over 3 kg of silica gel with a 1:1 mixture of methylene chloride and hexane as the eluting agent. This gives 68 g of the pure title compound: Rf (1:1 mixture from methylene chlori... The reactants are COC=1C(C(=C(C(C1OC)=O)CC1=CC=C(C=C1)CCC(=O)O)C)=O (3-[4-(5,6-dimethoxy-3-methyl-1,4-benzoquinon-2-ylmethyl)phenyl]propionic Acid), C(CC1=CC=CC=C1)N (phenethylamine). Yields the product COC=1C(C(=C(C(C1OC)=O)CC1=CC=C(C=C1)CCC(=O)NCCC1=CC=CC=C1)C)=O (N-[3-[4-(5,6-dimethoxy-3-methyl-1,4-benzoquinon-2-ylmethyl)phenyl]propionyl]phenethylamine). Yield: 24.1%. Reaction SMILES: [CH3:1][O:2][C:3]1[C:4](=[O:25])[C:5]([CH3:24])=[C:6]([CH2:12][C:13]2[CH:18]=[CH:17][C:16]([CH2:19][CH2:20][C:21](O)=[O:22])=[CH:15][CH:14]=2)[C:7](=[O:11])[C:8]=1[O:9][CH3:10].[CH2:26]([NH2:34])[CH2:27][C:28]1[CH:33]=[CH:32][CH:31]=[CH:30][CH:29]=1>>[CH3:1][O:2][C:3]1[C:4](=[O:25])[C:5]([CH3:24])=[C:6]([CH2:12][C:13]2[CH:14]=[CH:15][C:16]([CH2:19][CH2:20][C:21]([NH:34][CH2:26][CH2:27][C:28]3[CH:33]=[CH:32][CH:31]=[CH:30][CH:29]=3)=[O:22])=[CH:17][CH:18]=2)[C:7](=[O:11])[C:8]=1[O:9][CH3:10]. Reported procedure: 3-[4-(5,6-dimethoxy-3-methyl-1,4-benzoquinon-2-ylmethyl)phenyl]propionic acid (200 mg, 0.58 mmol) obtained in Example 1 and phenethylamine (91 mg, 0.75 mmol) were used, and a method similar to that described in Example 3 was employed to obtain the title compound (61 mg, 0.14 mmol, yield 24%). The reactants are CCOC(C(=O)NCc1ccc(C#N)cc1[N+](=O)[O-])N1Cc2c(C)cccc2C1=O, CCOC(C)=O. Yields the product CCOC(C(=O)NCc1ccc(C#N)cc1N)N1Cc2c(C)cccc2C1=O. RXN SMILES: [C:1](#[N:2])[c:3]1[cH:4][c:5]([N+:28]([O-:29])=[O:30])[c:6]([CH2:7][NH:8][C:9]([CH:10]([N:11]2[C:12](=[O:21])[c:13]3[cH:14][cH:15][cH:16][c:17]([CH3:20])[c:18]3[CH2:19]2)[O:22][CH2:23][CH3:24])=[O:25])[cH:26][cH:27]1.[CH3:31][CH2:32][O:33][C:34](=[O:35])[CH3:36]>>[C:1](#[N:2])[c:3]1[cH:4][c:5]([NH2:28])[c:6]([CH2:7][NH:8][C:9]([CH:10]([N:11]2[C:12](=[O:21])[c:13]3[cH:14][cH:15][cH:16][c:17]([CH3:20])[c:18]3[CH2:19]2)[O:22][CH2:23][CH3:24])=[O:25])[cH:26][cH:27]1. Starting materials: ClC=1C(=C(C(=C(C1)C1(OCCO1)C)OCC)/C=C/C(=O)OCC)F (Ethyl (2E)-3-[3-chloro-6-ethoxy-2-fluoro-5-(2-methyl-1,3-dioxolan-2-yl)phenyl]acrylate), N12CCCCCC2=NCCC1 (1,8-diazabicyclo[5.4.0]undec-7-ene), [N+](=O)([O-])C (nitromethane), O (water). Run at temperature 60 celsius, time 15 hour. Yields the product ClC=1C(=C(C(=C(C1)C1(OCCO1)C)OCC)C(CC(=O)OCC)C[N+](=O)[O-])F (Ethyl 3-[3-chloro-6-ethoxy-2-fluoro-5-(2-methyl-1,3-dioxolan-2-yl)phenyl]-4-nitrobutanoate). RXN SMILES: [Cl:1][C:2]1[C:3]([F:24])=[C:4](/[CH:17]=[CH:18]/[C:19]([O:21][CH2:22][CH3:23])=[O:20])[C:5]([O:14][CH2:15][CH3:16])=[C:6]([C:8]2([CH3:13])[O:12][CH2:11][CH2:10][O:9]2)[CH:7]=1.N12CCCN=C1CCCCC2.O.[N+:37]([CH3:40])([O-:39])=[O:38]>>[Cl:1][C:2]1[C:3]([F:24])=[C:4]([CH:17]([CH2:40][N+:37]([O-:39])=[O:38])[CH2:18][C:19]([O:21][CH2:22][CH3:23])=[O:20])[C:5]([O:14][CH2:15][CH3:16])=[C:6]([C:8]2([CH3:13])[O:9][CH2:10][CH2:11][O:12]2)[CH:7]=1. Reported procedure: A solution ethyl (2E)-3-[3-chloro-6-ethoxy-2-fluoro-5-(2-methyl-1,3-dioxolan-2-yl\) phenyl]acrylate (10 g, 28 mmol) (from Step 2) in nitromethane (100 mL) was treated with 1,8-diazabicyclo[5.4.0]undec-7-ene (4.6 mL, 31 mmol) and stirred at 60° C. for 15 h. The reaction mixture was poured into water (400 mL) and extracted with ethyl acetate (2×300 mL). The combined organic extracts were washed with brine, dried over sodium sulfate, filtered, and concentrated to a crude orange oil. The crude mater...